From a dataset of the Open Reaction Database (ORD), a public repository of structured organic reaction records. describe an organic reaction: reactants, conditions, products, and yield The reactants are B, O=C1CCCc2ccccc21, CSC, C1CCOC1. The product is OC1CCCc2ccccc21. Reaction SMILES: [BH3:4].[C:5]1(=[O:15])[CH2:6][CH2:7][CH2:8][c:9]2[cH:10][cH:11][cH:12][cH:13][c:14]21.[CH3:1][S:2][CH3:3].[O:16]1[CH2:17][CH2:18][CH2:19][CH2:20]1>>[CH:5]1([OH:15])[CH2:6][CH2:7][CH2:8][c:9]2[cH:10][cH:11][cH:12][cH:13][c:14]21. Reactants: COC(=O)C(NC(=O)c1ccccc1[N+](=O)[O-])C1CCCCC1, CCO. Product: COC(=O)C(NC(=O)c1ccccc1N)C1CCCCC1. Reaction SMILES: [CH3:1][O:2][C:3]([CH:4]([NH:5][C:6]([c:7]1[c:8]([N+:13]([O-:14])=[O:15])[cH:9][cH:10][cH:11][cH:12]1)=[O:16])[CH:17]1[CH2:18][CH2:19][CH2:20][CH2:21][CH2:22]1)=[O:23].[CH3:24][CH2:25][OH:26]>>[CH3:1][O:2][C:3]([CH:4]([NH:5][C:6]([c:7]1[c:8]([NH2:13])[cH:9][cH:10][cH:11][cH:12]1)=[O:16])[CH:17]1[CH2:18][CH2:19][CH2:20][CH2:21][CH2:22]1)=[O:23]. Reactants: CN(C(=O)c1ccc2[nH]ncc2c1)C1CCN(Cc2ccccc2)CC1, CCO, O=C[O-], [NH4+]. The product is CN(C(=O)c1ccc2[nH]ncc2c1)C1CCNCC1. Reaction SMILES: [CH2:5]([c:6]1[cH:7][cH:8][cH:9][cH:10][cH:11]1)[N:12]1[CH2:13][CH2:14][CH:15]([N:18]([C:19](=[O:20])[c:21]2[cH:22][c:23]3[cH:24][n:25][nH:26][c:27]3[cH:28][cH:29]2)[CH3:30])[CH2:16][CH2:17]1.[CH3:31][CH2:32][OH:33].[CH:1]([O-:2])=[O:3].[NH4+:4]>>[NH:12]1[CH2:13][CH2:14][CH:15]([N:18]([C:19](=[O:20])[c:21]2[cH:22][c:23]3[cH:24][n:25][nH:26][c:27]3[cH:28][cH:29]2)[CH3:30])[CH2:16][CH2:17]1. Starting materials: C(C1=CC=CC=C1)(=O)Cl (Benzoyl chloride), NC=1OC2=C(N1)C=CC(=C2)[N+](=O)[O-] (2-amino-6-nitrobenzoxazole). Solvent: O (water). Reaction conditions: temperature 80 celsius, time 24 hour. The product is [N+](=O)([O-])C1=CC2=C(N=C(O2)NC(C2=CC=CC=C2)=O)C=C1 (N-(6-Nitrobenzoxazol-2-yl)benzamide). The yield is 87.5%. As a reaction SMILES: [C:1](Cl)(=[O:8])[C:2]1[CH:7]=[CH:6][CH:5]=[CH:4][CH:3]=1.[NH2:10][C:11]1[O:12][C:13]2[CH:19]=[C:18]([N+:20]([O-:22])=[O:21])[CH:17]=[CH:16][C:14]=2[N:15]=1>O>[N+:20]([C:18]1[CH:17]=[CH:16][C:14]2[N:15]=[C:11]([NH:10][C:1](=[O:8])[C:2]3[CH:7]=[CH:6][CH:5]=[CH:4][CH:3]=3)[O:12][C:13]=2[CH:19]=1)([O-:22])=[O:21]. Procedure: Benzoyl chloride (1.17 mL, 10.0 mmol) was added to a suspension of 2-amino-6-nitrobenzoxazole (1.50 g, 8.37 mmol) in pyrdine (10 mL). After stirring for 24 h at 80° C., the solution was poured into water (250 mL). The mixture was stirred overnight at r.t. and the resulting precipitate was separated by filtration. N-(6-Nitrobenzoxazol-2-yl)benzamide (2.08 g, 7.32 mmol, 88%) was thus obtained as a yellow solid. LC/ESI-MS: /z =284 [M+H]+; m/z=282 [M−H]−; Rt=3.13 min. Starting materials: ClC1=NC=NC(=C1)OCC#CC (4-chloro-6-(2-butynyloxy)pyrimidine), C([O-])([O-])=O.[K+].[K+] (potassium carbonate), FC1=C(C=CC=C1)O (2-fluorophenol), [Cl-].[NH4+] (ammonium chloride). Run in CN(C=O)C (N,N-dimethylformamide). Reaction conditions: temperature 60 celsius, time 7 hour. The product is FC1=C(OC2=NC=NC(=C2)OCC#CC)C=CC=C1 (4-(2-fluorophenoxy)-6-(2-butynyloxy)pyrimidine). Yield: 91.9%. As a reaction SMILES: Cl[C:2]1[CH:7]=[C:6]([O:8][CH2:9][C:10]#[C:11][CH3:12])[N:5]=[CH:4][N:3]=1.C(=O)([O-])[O-].[K+].[K+].[F:19][C:20]1[CH:25]=[CH:24][CH:23]=[CH:22][C:21]=1[OH:26].[Cl-].[NH4+]>CN(C)C=O>[F:19][C:20]1[CH:25]=[CH:24][CH:23]=[CH:22][C:21]=1[O:26][C:2]1[CH:7]=[C:6]([O:8][CH2:9][C:10]#[C:11][CH3:12])[N:5]=[CH:4][N:3]=1 |f:1.2.3,5.6|. Procedure: To 2 ml of N,N-dimethylformamide were added 0.2 g of 4-chloro-6-(2-butynyloxy)pyrimidine, 0.23 g of potassium carbonate, and 0.15 g of 2-fluorophenol, followed by stirring at 60° C. for 7 hours. The reaction mixture was then left for cooling to room temperature and poured into a saturated aqueous ammonium chloride solution, which was extracted three times with chloroform. The chloroform layers were combined, washed with diluted hydrochloric acid and then with water, and dried over anhydrous magn...